From a dataset of the Open Reaction Database (ORD), a public repository of structured organic reaction records. describe an organic reaction: reactants, conditions, products, and yield Reactants: C1(=CC=CC=C1)C(C1CCN(CC1)CC1=CC=C(C=C1)N)C1=CC=CC=C1 (4-{[4-(diphenylmethyl)-1-piperidinyl]methyl}benzenamine), C(C)(=O)OC(C)=O (acetic anhydride), resultant mixture. The solvent is C(C)(=O)O (acetic acid). Reaction conditions: time 10 minute. Product: C(C)(=O)NC1=CC=C(C=C1)CN1CCC(CC1)C(C1=CC=CC=C1)C1=CC=CC=C1 (N-acetyl-4-{[4-(diphenylmethyl)-1-piperidinyl]methyl}benzenamine). Reaction SMILES: [C:1]1([CH:7]([C:22]2[CH:27]=[CH:26][CH:25]=[CH:24][CH:23]=2)[CH:8]2[CH2:13][CH2:12][N:11]([CH2:14][C:15]3[CH:20]=[CH:19][C:18]([NH2:21])=[CH:17][CH:16]=3)[CH2:10][CH2:9]2)[CH:6]=[CH:5][CH:4]=[CH:3][CH:2]=1.[C:28](OC(=O)C)(=[O:30])[CH3:29]>C(O)(=O)C>[C:28]([NH:21][C:18]1[CH:17]=[CH:16][C:15]([CH2:14][N:11]2[CH2:10][CH2:9][CH:8]([CH:7]([C:1]3[CH:2]=[CH:3][CH:4]=[CH:5][CH:6]=3)[C:22]3[CH:23]=[CH:24][CH:25]=[CH:26][CH:27]=3)[CH2:13][CH2:12]2)=[CH:20][CH:19]=1)(=[O:30])[CH3:29]. Procedure: To a solution of 8 parts of 4-{[4-(diphenylmethyl)-1-piperidinyl]methyl}benzenamine in 50 parts of acetic acid is added 5 parts of acetic anhydride. The resultant mixture is heated to the boiling point under reflux and maintained thereat for 10 minutes, then stripped of solvents by vacuum distillation. The residue is combined with 10 volumes of water. The resultant mixture is made alkaline with concentrated ammonium hydroxide. The mixture thus obtained is extracted with dichloromethane. The dich... Reactants: FC1=CC=C(C(=C1F)NC1=C(C=C(C=C1)I)F)N (5,6-difluoro-N1-(2-fluoro-4-iodophenyl)benzene-1,2-diamine), CC=1SC(=C(N1)C)S(=O)(=O)Cl (2,4-dimethylthiazole-5-sulfonyl chloride). Reported procedure: According to the general procedure B, 5,6-difluoro-N1-(2-fluoro-4-iodophenyl)benzene-1,2-diamine (0.182 mmol) was reacted with 2,4-dimethylthiazole-5-sulfonyl chloride (0.5 mmol) to obtain N-(3,4-difluoro-2-(2-fluoro-4-iodophenylamino)phenyl)-2,4-dimethylthiazole-5-sulfonamide. 1H NMR (300 MHz, CDCl3)) δ 23 (s, 3H), 2.6 (s, 3H), 5.7 (s, 1H), 5.9 (dt, 1H), 7.1 (q, 1H), 7.2 (d, 1H), 7.3 (m, 1H), 7.4 (d, 1H), 7.4 (s, 1H). The product is FC=1C(=C(C=CC1F)NS(=O)(=O)C1=C(N=C(S1)C)C)NC1=C(C=C(C=C1)I)F (N-(3,4-difluoro-2-(2-fluoro-4-iodophenylamino)phenyl)-2,4-dimethylthiazole-5-sulfonamide). RXN SMILES: [F:1][C:2]1[C:7]([F:8])=[C:6]([NH:9][C:10]2[CH:15]=[CH:14][C:13]([I:16])=[CH:12][C:11]=2[F:17])[C:5]([NH2:18])=[CH:4][CH:3]=1.[CH3:19][C:20]1[S:21][C:22]([S:26](Cl)(=[O:28])=[O:27])=[C:23]([CH3:25])[N:24]=1>>[F:8][C:7]1[C:6]([NH:9][C:10]2[CH:15]=[CH:14][C:13]([I:16])=[CH:12][C:11]=2[F:17])=[C:5]([NH:18][S:26]([C:22]2[S:21][C:20]([CH3:19])=[N:24][C:23]=2[CH3:25])(=[O:28])=[O:27])[CH:4]=[CH:3][C:2]=1[F:1]. Starting materials: O (water), FC(C=1C=C(C(=O)N2[C@@H](CN(CC2)CC#CCCl)CC2=CC(=C(C=C2)C)C)C=C(C1)C(F)(F)F)(F)F ((2R)-1-[3,5-bis(trifluoromethyl)benzoyl]-4-(4-chloro-2-butynyl)-2-(3,4-dimethylbenzyl)piperazine), Cl.C(C)[C@@H]1NCCOC1 ((3S)-3-ethylmorpholine hydrochloride), C([O-])([O-])=O.[K+].[K+] (potassium carbonate). Solvent: CN(C=O)C (N,N-dimethylformamide). Reaction conditions: temperature 50 celsius, time 1.5 hour. Product: Cl.Cl.FC(C=1C=C(C(=O)N2[C@@H](CN(CC2)CC#CCN2[C@H](COCC2)CC)CC2=CC(=C(C=C2)C)C)C=C(C1)C(F)(F)F)(F)F ((2R)-1-[3,5-bis(trifluoromethyl)benzoyl]-4-[4-((3S)-3-ethylmorpholino)-2-butynyl]-2-(3,4-dimethylbenzyl)piperazine dihydrochloride). Yield: 91.8%. As a reaction SMILES: [F:1][C:2]([F:36])([F:35])[C:3]1[CH:4]=[C:5]([CH:28]=[C:29]([C:31]([F:34])([F:33])[F:32])[CH:30]=1)[C:6]([N:8]1[CH2:13][CH2:12][N:11]([CH2:14][C:15]#[C:16][CH2:17][Cl:18])[CH2:10][C@H:9]1[CH2:19][C:20]1[CH:25]=[CH:24][C:23]([CH3:26])=[C:22]([CH3:27])[CH:21]=1)=[O:7].[ClH:37].[CH2:38]([C@H:40]1[CH2:45][O:44][CH2:43][CH2:42][NH:41]1)[CH3:39].C(=O)([O-])[O-].[K+].[K+].O>CN(C)C=O>[ClH:18].[ClH:37].[F:1][C:2]([F:36])([F:35])[C:3]1[CH:4]=[C:5]([CH:28]=[C:29]([C:31]([F:34])([F:33])[F:32])[CH:30]=1)[C:6]([N:8]1[CH2:13][CH2:12][N:11]([CH2:14][C:15]#[C:16][CH2:17][N:41]2[CH2:42][CH2:43][O:44][CH2:45][C@@H:40]2[CH2:38][CH3:39])[CH2:10][C@H:9]1[CH2:19][C:20]1[CH:25]=[CH:24][C:23]([CH3:26])=[C:22]([CH3:27])[CH:21]=1)=[O:7] |f:1.2,3.4.5,8.9.10|. Procedure: A mixture of (2R)-1-[3,5-bis(trifluoromethyl)benzoyl]-4-(4-chloro-2-butynyl)-2-(3,4-dimethylbenzyl)piperazine (150 mg), (3S)-3-ethylmorpholine hydrochloride (47 mg) and powdered potassium carbonate (117 mg) in dry N,N-dimethylformamide (1 ml) was stirred at 50° C. for 1.5 hours. The reaction mixture was poured into water (10 ml) and extracted with ethyl acetate. The extract was washed with brine and dried over magnesium sulfate. After evaporation of the solvent, the obtained residue was purified... Reactants: CN(C=O)C (N,N-dimethylformamide), N1CCC(CC1)CCCOC1=CC=C(C#N)C=C1 (4-[3-(4-piperidinyl)propoxy]benzonitrile), C([O-])([O-])=O.[K+].[K+] (potassium carbonate), BrCCCO (3-bromo-1-propanol), BrCCCO (3-bromo-1-propanol). Solvent: O (water), C(Cl)(Cl)Cl (Chloroform). Run at time 15 minute. Yields the product OCCCN1CCC(CC1)CCCOC1=CC=C(C#N)C=C1 (4-{3-[1-(3-hydroxypropyl)-4-piperidinyl]propoxy}benzonitrile). Reaction SMILES: CN(C)C=O.[NH:6]1[CH2:11][CH2:10][CH:9]([CH2:12][CH2:13][CH2:14][O:15][C:16]2[CH:23]=[CH:22][C:19]([C:20]#[N:21])=[CH:18][CH:17]=2)[CH2:8][CH2:7]1.C(=O)([O-])[O-].[K+].[K+].Br[CH2:31][CH2:32][CH2:33][OH:34]>O.C(Cl)(Cl)Cl>[OH:34][CH2:33][CH2:32][CH2:31][N:6]1[CH2:11][CH2:10][CH:9]([CH2:12][CH2:13][CH2:14][O:15][C:16]2[CH:17]=[CH:18][C:19]([C:20]#[N:21])=[CH:22][CH:23]=2)[CH2:8][CH2:7]1 |f:2.3.4|. Procedure details: To an N,N-dimethylformamide (70 mL) solution of 9.81 g of 4-[3-(4-piperidinyl)propoxy]benzonitrile were added 8.02 g of potassium carbonate and 2.62 mL of 3-bromo-1-propanol at room temperature, which was then stirred at the same temperature for 2 hours and 15 minutes. Thereto was added 2.62 mL of 3-bromo-1-propanol, which was then stirred at the same temperature for 1 hour and 45 minutes. Chloroform and water were added to the reaction mixture. The organic layer was separated, washed sequential...